From a dataset of the Open Reaction Database (ORD), a public repository of structured organic reaction records. describe an organic reaction: reactants, conditions, products, and yield Reactants: [Si](C)(C)(C(C)(C)C)O[C@@H]([C@@H](OC1=CC=C(C=C1)B(O)O)C)CCC=1C=NC=CC1 ((1S,2R)-4-[2-(tert-butyldimethylsilanyloxy)-1-methyl-4-pyridin-3-ylbutoxy]benzeneboronic acid), BrC1=C(C=C(C=C1)Cl)Cl (1-bromo-2,4-dichlorobenzene), C([O-])([O-])=O.[Na+].[Na+] (sodium carbonate). Reagents/catalysts: C=1C=CC(=CC1)[P](C=2C=CC=CC2)(C=3C=CC=CC3)[Pd]([P](C=4C=CC=CC4)(C=5C=CC=CC5)C=6C=CC=CC6)([P](C=7C=CC=CC7)(C=8C=CC=CC8)C=9C=CC=CC9)[P](C=1C=CC=CC1)(C=1C=CC=CC1)C=1C=CC=CC1 (tetrakis(triphenylphosphine)palladium). Run in C1(=CC=CC=C1)C (toluene), C(C)O (ethanol). Reaction conditions: temperature 100 celsius, time 5 hour. Yields the product ClC1=C(C=CC(=C1)Cl)C1=CC=C(C=C1)O[C@H]([C@@H](CCC=1C=NC=CC1)O)C ((3R,4S)-4-(2′,4′-Dichlorobiphenyl-4-yloxy)-1-pyridin-3-yl-pentan-3-ol). Yield: 33.0%. Reaction SMILES: [Si]([O:8][C@H:9]([CH2:22][CH2:23][C:24]1[CH:25]=[N:26][CH:27]=[CH:28][CH:29]=1)[C@H:10]([CH3:21])[O:11][C:12]1[CH:17]=[CH:16][C:15](B(O)O)=[CH:14][CH:13]=1)(C(C)(C)C)(C)C.Br[C:31]1[CH:36]=[CH:35][C:34]([Cl:37])=[CH:33][C:32]=1[Cl:38].C(=O)([O-])[O-].[Na+].[Na+]>C1(C)C=CC=CC=1.C(O)C.C1C=CC([P]([Pd]([P](C2C=CC=CC=2)(C2C=CC=CC=2)C2C=CC=CC=2)([P](C2C=CC=CC=2)(C2C=CC=CC=2)C2C=CC=CC=2)[P](C2C=CC=CC=2)(C2C=CC=CC=2)C2C=CC=CC=2)(C2C=CC=CC=2)C2C=CC=CC=2)=CC=1>[Cl:37][C:34]1[CH:33]=[C:32]([Cl:38])[CH:31]=[CH:36][C:35]=1[C:15]1[CH:14]=[CH:13][C:12]([O:11][C@@H:10]([CH3:21])[C@H:9]([OH:8])[CH2:22][CH2:23][C:24]2[CH:25]=[N:26][CH:27]=[CH:28][CH:29]=2)=[CH:17][CH:16]=1 |f:2.3.4,^1:58,60,79,98|. Procedure details: Prepared according to the method described in Example 12b) from (1S,2R)-4-[2-(tert-butyldimethylsilanyloxy)-1-methyl-4-pyridin-3-ylbutoxy]benzeneboronic acid (0.20 g, Example 11)), 1-bromo-2,4-dichlorobenzene (0.218 g), 2M aqueous sodium carbonate (0.5 ml) and tetrakis(triphenylphosphine)palladium (0) (0.020 g)in toluene (5 ml) and ethanol (2 ml). The reaction mixture was heated at 100° C. under nitrogen for 4 hours. After cooling, the solution was concentrated under reduced pressure. Concentrat... Reactants: CCO, [K+], [OH-], CCOC(=O)C1(CS(=O)(=O)c2ccccc2)CCCCC1. Yields the product O=C(O)C1(CS(=O)(=O)c2ccccc2)CCCCC1. As a reaction SMILES: [CH3:24][CH2:25][OH:26].[K+:23].[OH-:22].[c:1]1([S:7](=[O:8])(=[O:9])[CH2:10][C:11]2([C:17](=[O:18])[O:19][CH2:20][CH3:21])[CH2:12][CH2:13][CH2:14][CH2:15][CH2:16]2)[cH:2][cH:3][cH:4][cH:5][cH:6]1>>[c:1]1([S:7](=[O:8])(=[O:9])[CH2:10][C:11]2([C:17](=[O:18])[OH:19])[CH2:12][CH2:13][CH2:14][CH2:15][CH2:16]2)[cH:2][cH:3][cH:4][cH:5][cH:6]1. The reactants are O=C([O-])[O-], CC(C)(C)OC(=O)n1c(B(O)O)cc2cc(OCc3ccccc3)ccc21, CCO, COCCOC, CC(C)n1nc(I)c2c(N)ncnc21, [Na+], [Na+], c1ccc(P(c2ccccc2)(c2ccccc2)[Pd](P(c2ccccc2)(c2ccccc2)c2ccccc2)(P(c2ccccc2)(c2ccccc2)c2ccccc2)P(c2ccccc2)(c2ccccc2)c2ccccc2)cc1. Yields the product CC(C)n1nc(-c2cc3cc(OCc4ccccc4)ccc3n2C(=O)OC(C)(C)C)c2c(N)ncnc21. RXN SMILES: [C:42](=[O:43])([O-:44])[O-:45].[CH2:1]([c:2]1[cH:3][cH:4][cH:5][cH:6][cH:7]1)[O:8][c:9]1[cH:10][c:11]2[cH:12][c:13]([B:25]([OH:26])[OH:27])[n:14]([C:18](=[O:19])[O:20][C:21]([CH3:22])([CH3:23])[CH3:24])[c:15]2[cH:16][cH:17]1.[CH3:48][CH2:49][OH:50].[CH3:51][O:52][CH2:53][CH2:54][O:55][CH3:56].[I:28][c:29]1[n:30][n:31]([CH:39]([CH3:40])[CH3:41])[c:32]2[n:33][cH:34][n:35][c:36]([NH2:38])[c:37]12.[Na+:46].[Na+:47].[cH:57]1[cH:58][cH:59][c:60]([P:61]([Pd:62]([P:63]([c:64]2[cH:65][cH:66][cH:67][cH:68][cH:69]2)([c:70]2[cH:71][cH:72][cH:73][cH:74][cH:75]2)[c:76]2[cH:77][cH:78][cH:79][cH:80][cH:81]2)([P:82]([c:83]2[cH:84][cH:85][cH:86][cH:87][cH:88]2)([c:89]2[cH:90][cH:91][cH:92][cH:93][cH:94]2)[c:95]2[cH:96][cH:97][cH:98][cH:99][cH:100]2)[P:101]([c:102]2[cH:103][cH:104][cH:105][cH:106][cH:107]2)([c:108]2[cH:109][cH:110][cH:111][cH:112][cH:113]2)[c:114]2[cH:115][cH:116][cH:117][cH:118][cH:119]2)([c:120]2[cH:121][cH:122][cH:123][cH:124][cH:125]2)[c:126]2[cH:127][cH:128][cH:129][cH:130][cH:131]2)[cH:132][cH:133]1>>[CH2:1]([c:2]1[cH:3][cH:4][cH:5][cH:6][cH:7]1)[O:8][c:9]1[cH:10][c:11]2[cH:12][c:13](-[c:29]3[n:30][n:31]([CH:39]([CH3:40])[CH3:41])[c:32]4[n:33][cH:34][n:35][c:36]([NH2:38])[c:37]34)[n:14]([C:18](=[O:19])[O:20][C:21]([CH3:22])([CH3:23])[CH3:24])[c:15]2[cH:16][cH:17]1. The reactants are CC(=O)Cl, CCc1nc(-c2ccc(Cl)cc2Cl)c(CC)nc1NC1c2ccccc2CC1O, ClCCl, c1ccncc1. Product: CCc1nc(-c2ccc(Cl)cc2Cl)c(CC)nc1NC1c2ccccc2CC1OC(C)=O. Reaction SMILES: [CH3:36][C:37]([Cl:38])=[O:39].[Cl:1][c:2]1[c:3](-[c:9]2[n:10][c:11]([CH2:28][CH3:29])[c:12]([NH:17][CH:18]3[CH:19]([OH:27])[CH2:20][c:21]4[cH:22][cH:23][cH:24][cH:25][c:26]43)[n:13][c:14]2[CH2:15][CH3:16])[cH:4][cH:5][c:6]([Cl:8])[cH:7]1.[Cl:40][CH2:41][Cl:42].[cH:30]1[cH:31][cH:32][n:33][cH:34][cH:35]1>>[Cl:1][c:2]1[c:3](-[c:9]2[n:10][c:11]([CH2:28][CH3:29])[c:12]([NH:17][CH:18]3[CH:19]([O:27][C:37]([CH3:36])=[O:39])[CH2:20][c:21]4[cH:22][cH:23][cH:24][cH:25][c:26]43)[n:13][c:14]2[CH2:15][CH3:16])[cH:4][cH:5][c:6]([Cl:8])[cH:7]1. Starting materials: BrC1C(NCCC1)=O (3-bromopiperidin-2-one), [N-]=[N+]=[N-].[Na+] (sodium azide), O (water). The solvent is CN(C=O)C (N,N-dimethylformamide). Reaction conditions: temperature 60 celsius, time 8 hour. The product is N(=[N+]=[N-])C1C(NCCC1)=O (3-Azido-piperidin-2-one). The yield is 56.5%. RXN SMILES: Br[CH:2]1[CH2:7][CH2:6][CH2:5][NH:4][C:3]1=[O:8].[N-:9]=[N+:10]=[N-:11].[Na+].O>CN(C)C=O>[N:9]([CH:2]1[CH2:7][CH2:6][CH2:5][NH:4][C:3]1=[O:8])=[N+:10]=[N-:11] |f:1.2|. Procedure details: To a solution of 2.0 g of 3-bromopiperidin-2-one in 30 ml of N,N-dimethylformamide was added 5.9 g of sodium azide, followed by stirring at 60° C. overnight. After cooling down to room temperature, water was added to the reaction mixture and then the mixture was extracted with ethyl acetate. The organic layer was washed with water and saturated brine, dried over anhydrous magnesium sulfate and the solvent was evaporated, to give 890 mg of the title compound as a yellow oil. Reactants: Amidine, ClP(C1=CC=CC=C1)C1=CC=CC=C1 (chlorodiphenylphosphine), O1CCN(CC1)CCNC(C1=CC=CC=C1)=N (N1-(2-morpholinoethyl)benzamidine), C(CCC)[Li] (butyllithium). Product: O1CCN(CC1)CCNC(C1=CC=CC=C1)=NP(C1=CC=CC=C1)C1=CC=CC=C1 (N1-(2-morpholinoethyl)-N2-(diphenylphosphino)benzamidine). Yield: 63.7%. As a reaction SMILES: [O:1]1[CH2:6][CH2:5][N:4]([CH2:7][CH2:8][NH:9][C:10](=[NH:17])[C:11]2[CH:16]=[CH:15][CH:14]=[CH:13][CH:12]=2)[CH2:3][CH2:2]1.C([Li])CCC.Cl[P:24]([C:31]1[CH:36]=[CH:35][CH:34]=[CH:33][CH:32]=1)[C:25]1[CH:30]=[CH:29][CH:28]=[CH:27][CH:26]=1>>[O:1]1[CH2:2][CH2:3][N:4]([CH2:7][CH2:8][NH:9][C:10](=[N:17][P:24]([C:31]2[CH:32]=[CH:33][CH:34]=[CH:35][CH:36]=2)[C:25]2[CH:30]=[CH:29][CH:28]=[CH:27][CH:26]=2)[C:11]2[CH:16]=[CH:15][CH:14]=[CH:13][CH:12]=2)[CH2:5][CH2:6]1. Procedure details: Procedure as described for NP Amidine XVII using the following amounts: 1.17 g of N1-(2-morpholinoethyl)benzamidine (Amidine XV, 5.0 mmol), 2.50 mL of 2.0 M butyllithium (5.0 mmol), 0.93 mL chlorodiphenylphosphine (5.0 mmol). After filtration to remove lithium chloride and removal of solvent, the oily product was treated with 20 mL of pentane. Removal of the pentane yielded 1.33 g of off-white solid (64%).